Dataset: the Open Reaction Database (ORD), a public repository of structured organic reaction records. Task: describe an organic reaction: reactants, conditions, products, and yield Starting materials: C(CCC)[Li] (n-Butyllithium), C(C)(C)NC(C)C (diisopropylamine), BrC1=CC=CC(=N1)CC#N ((6-Bromopyridin-2-yl)acetonitrile), BrCCBr (1,2-dibromoethane). Run in O (water), C(C)(=O)OCC (ethyl acetate), C1CCOC1 (THF), O1CCCC1 (tetrahydrofuran). Conditions: temperature 0 celsius. The product is BrC1=CC=CC(=N1)C1(CC1)C#N (1-(6-Bromopyridin-2-yl)cyclopropanecarbonitrile). Reaction SMILES: [CH2:1]([Li])[CH2:2]CC.C(NC(C)C)(C)C.[Br:13][C:14]1[N:19]=[C:18]([CH2:20][C:21]#[N:22])[CH:17]=[CH:16][CH:15]=1.BrCCBr>C1COCC1.O.C(OCC)(=O)C>[Br:13][C:14]1[N:19]=[C:18]([C:20]2([C:21]#[N:22])[CH2:2][CH2:1]2)[CH:17]=[CH:16][CH:15]=1. Reported procedure: n-Butyllithium (6.66 ml, 10.7 mmol) was added to a cooled (0° C.) solution of diisopropylamine (1.52 ml, 10.7 mmol) in THF (10 mL) and maintained at 0° C. for 30 minutes. The reaction was then cooled to −78° C. and a solution of (6-bromopyridin-2-yl)acetonitrile (Example 235, Step 1) (1 g, 5.08 mmol) in tetrahydrofuran (10 mL) was added dropwise. The reaction was maintained at −78° C. for 1 hour, and then 1,2-dibromoethane (0.92 ml, 10.7 mmol) was added. The reaction was allowed to warm to room ... Starting materials: O.Cl.CN[C@@H](CC1=CC=C(C=C1)O)C(=O)N[C@H](CCSC)C(=O)NCCCC1=CC=CC=C1 (N-methyl-L-tyrosyl-N-(3-phenylpropyl)-D-methioninamide monohydrochloride hydrate), OO (hydrogen peroxide). The solvent is C(C)(=O)O (acetic acid). The product is O.Cl.CN[C@@H](CC1=CC=C(C=C1)O)C(=O)N[C@H](CCS(C)=O)C(=O)NCCCC1=CC=CC=C1.CN[C@@H](CC1=CC=C(C=C1)O)C(=O)N[C@H](CCS(C)=O)C(=O)NCCCC1=CC=CC=C1.Cl (N-methyl-L-tyrosyl-N-(3-phenylpropyl)-D-methioninamide S-oxide monohydrochloride hemihydrate). Isolated yield 119.6%. As a reaction SMILES: [OH2:1].[ClH:2].[CH3:3][NH:4][C@H:5]([C:14]([NH:16][C@@H:17]([C:22]([NH:24][CH2:25][CH2:26][CH2:27][C:28]1[CH:33]=[CH:32][CH:31]=[CH:30][CH:29]=1)=[O:23])[CH2:18][CH2:19][S:20][CH3:21])=[O:15])[CH2:6][C:7]1[CH:12]=[CH:11][C:10]([OH:13])=[CH:9][CH:8]=1.OO>C(O)(=O)C>[OH2:13].[ClH:2].[CH3:3][NH:4][C@H:5]([C:14]([NH:16][C@@H:17]([C:22]([NH:24][CH2:25][CH2:26][CH2:27][C:28]1[CH:29]=[CH:30][CH:31]=[CH:32][CH:33]=1)=[O:23])[CH2:18][CH2:19][S:20](=[O:1])[CH3:21])=[O:15])[CH2:6][C:7]1[CH:8]=[CH:9][C:10]([OH:13])=[CH:11][CH:12]=1.[CH3:3][NH:4][C@H:5]([C:14]([NH:16][C@@H:17]([C:22]([NH:24][CH2:25][CH2:26][CH2:27][C:28]1[CH:29]=[CH:30][CH:31]=[CH:32][CH:33]=1)=[O:23])[CH2:18][CH2:19][S:20](=[O:1])[CH3:21])=[O:15])[CH2:6][C:7]1[CH:8]=[CH:9][C:10]([OH:13])=[CH:11][CH:12]=1.[ClH:2] |f:0.1.2,5.6.7.8.9|. Procedure: A solution of N-methyl-L-tyrosyl-N-(3-phenylpropyl)-D-methioninamide monohydrochloride hydrate (4:1) (690 mg.) and aqueous hydrogen peroxide (3%, 1.95 ml.) in acetic acid (10 ml.) was stirred at room temperature, then stripped of volatiles. The residue was purified by reverse phase high pressure liquid chromatography on octadecylsilated silica gel (350 g.) using ammonium acetate (0.2%) in methanol-water (1:1) as the eluant. A solution of the product, which appeared in fractions 4-5 (centered at ... Reactants: ClC1=NC=NC2=CC(=C(C=C12)OC)O (4-Chloro-6-methoxy-quinazolin-7-ol), NC=1SC2=C(N1)C=CC(=C2)NC(=O)NC2=CC(=C(C=C2)Cl)C(F)(F)F (1-(2-aminobenzothiazol-6-yl)-3-(4-chloro-3-trifluoromethylphenyl)urea). Product: ClC1=C(C=C(C=C1)NC(=O)NC1=CC2=C(N=C(S2)NC2=NC=NC3=CC(=C(C=C23)OC)O)C=C1)C(F)(F)F (1-(4-Chloro-3-trifluoromethyl-phenyl)-3-[2-(7-hydroxy-6-methoxy-quinazolin-4-ylamino)-benzothiazol-6-yl]-urea). As a reaction SMILES: Cl[C:2]1[C:11]2[C:6](=[CH:7][C:8]([OH:14])=[C:9]([O:12][CH3:13])[CH:10]=2)[N:5]=[CH:4][N:3]=1.[NH2:15][C:16]1[S:17][C:18]2[CH:24]=[C:23]([NH:25][C:26]([NH:28][C:29]3[CH:34]=[CH:33][C:32]([Cl:35])=[C:31]([C:36]([F:39])([F:38])[F:37])[CH:30]=3)=[O:27])[CH:22]=[CH:21][C:19]=2[N:20]=1>>[Cl:35][C:32]1[CH:33]=[CH:34][C:29]([NH:28][C:26]([NH:25][C:23]2[CH:22]=[CH:21][C:19]3[N:20]=[C:16]([NH:15][C:2]4[C:11]5[C:6](=[CH:7][C:8]([OH:14])=[C:9]([O:12][CH3:13])[CH:10]=5)[N:5]=[CH:4][N:3]=4)[S:17][C:18]=3[CH:24]=2)=[O:27])=[CH:30][C:31]=1[C:36]([F:38])([F:37])[F:39]. Reported procedure: 1-(4-Chloro-3-trifluoromethyl-phenyl)-3-[2-(7-hydroxy-6-methoxy-quinazolin-4-ylamino)-benzothiazol-6-yl]-urea was prepared according to GP 1 starting from 4-Chloro-6-methoxy-quinazolin-7-ol and intermediate 3. The product is ClC1=NC=NC2=CC(=C(C=C12)OCCOC)OCCOC (4-chloro-6,7-bis(2-methoxyethoxy)quinazoline). Procedure details: According to the procedure described in Example 6A Step 5, a mixture of 6,7-bis(2-methoxyethoxy)quinazolin-4(3H)-one (2.28 g, 7.7 mmol) and POCl3 (10 mL) in toluene (30 mL) was heated at 125° C. for 5 hours, to afford 4-chloro-6,7-bis(2-methoxyethoxy)quinazoline as a solid (2.212 g, 91%). 1H NMR (300 MHz, CDCl3) δ 8.86 (s, 1H), 7.44 (s, 1H), 7.34 (s, 1H), 4.34 (t, 4H), 3.89 (t, 4H), 3.50 (s, 3H), 3.49 (s, 3H); LC-MS (ESI) m/z 313 (M+H)+. Run in C1(=CC=CC=C1)C (toluene). RXN SMILES: [CH3:1][O:2][CH2:3][CH2:4][O:5][C:6]1[CH:7]=[C:8]2[C:13](=[CH:14][C:15]=1[O:16][CH2:17][CH2:18][O:19][CH3:20])[N:12]=[CH:11][NH:10][C:9]2=O.O=P(Cl)(Cl)[Cl:24]>C1(C)C=CC=CC=1>[Cl:24][C:9]1[C:8]2[C:13](=[CH:14][C:15]([O:16][CH2:17][CH2:18][O:19][CH3:20])=[C:6]([O:5][CH2:4][CH2:3][O:2][CH3:1])[CH:7]=2)[N:12]=[CH:11][N:10]=1. Isolated yield 91.0%. Reactants: COCCOC=1C=C2C(NC=NC2=CC1OCCOC)=O (6,7-bis(2-methoxyethoxy)quinazolin-4(3H)-one), O=P(Cl)(Cl)Cl (POCl3). Conditions: temperature 125 celsius. Reactants: N12C[C@@H](C(CC1)CC2)OC(N[C@@H](C2=CC=CC=C2)C2=CC(=CC=C2)OCC(=O)NC2=CC=C(C=C2)CO)=O ((R)-quinuclidin-3-yl((S)-(3-(2-((4-(hydroxymethyl)-phenyl)amino)-2-oxoethoxy)phenyl)(phenyl)methyl)carbamate). Reagents/catalysts: [O-2].[Mn+4].[O-2] (manganese (IV) oxide). The solvent is O1CCOCC1 (1,4-dioxane). Reaction conditions: time 60 hour. Yields the product N12C[C@@H](C(CC1)CC2)OC(N[C@@H](C2=CC=CC=C2)C2=CC(=CC=C2)OCC(=O)NC2=CC=C(C=C2)C=O)=O ((R)-Quinuclidin-3-yl((S)-(3-(2-((4-formylphenyl)amino)-2-oxoethoxy)phenyl)-(phenyl)methyl)carbamate). As a reaction SMILES: [N:1]12[CH2:8][CH2:7][CH:4]([CH2:5][CH2:6]1)[C@@H:3]([O:9][C:10](=[O:38])[NH:11][C@H:12]([C:19]1[CH:24]=[CH:23][CH:22]=[C:21]([O:25][CH2:26][C:27]([NH:29][C:30]3[CH:35]=[CH:34][C:33]([CH2:36][OH:37])=[CH:32][CH:31]=3)=[O:28])[CH:20]=1)[C:13]1[CH:18]=[CH:17][CH:16]=[CH:15][CH:14]=1)[CH2:2]2>O1CCOCC1.[O-2].[Mn+4].[O-2]>[N:1]12[CH2:8][CH2:7][CH:4]([CH2:5][CH2:6]1)[C@@H:3]([O:9][C:10](=[O:38])[NH:11][C@H:12]([C:19]1[CH:24]=[CH:23][CH:22]=[C:21]([O:25][CH2:26][C:27]([NH:29][C:30]3[CH:31]=[CH:32][C:33]([CH:36]=[O:37])=[CH:34][CH:35]=3)=[O:28])[CH:20]=1)[C:13]1[CH:14]=[CH:15][CH:16]=[CH:17][CH:18]=1)[CH2:2]2 |f:2.3.4|. Reported procedure: To a stirred solution of (R)-quinuclidin-3-yl((S)-(3-(2-((4-(hydroxymethyl)-phenyl)amino)-2-oxoethoxy)phenyl)(phenyl)methyl)carbamate (0.68 g, 1.31 mmol) in 1,4-dioxane (10 mL) was added manganese (IV) oxide (0.57 g, 6.58 mmol). The reaction mixture was stirred at room temperature for 60 hours. The suspension was filtered and the filter cake was washed with ethyl acetate. The filtrate was evaporated at reduced pressure to afford the crude title compound. This material was used without further pu... The reactants are COC(=O)Cc1ccc(N)cc1C, CO, O=[N+]([O-])c1cccnc1Cl, Cl, C1COCCO1, C1COCCO1. Product: COC(=O)Cc1ccc(Nc2ncccc2[N+](=O)[O-])cc1C. Reaction SMILES: [CH3:11][O:12][C:13]([CH2:14][c:15]1[c:16]([CH3:22])[cH:17][c:18]([NH2:21])[cH:19][cH:20]1)=[O:23].[CH3:31][OH:32].[Cl:1][c:2]1[n:3][cH:4][cH:5][cH:6][c:7]1[N+:8](=[O:9])[O-:10].[ClH:24].[O:25]1[CH2:26][CH2:27][O:28][CH2:29][CH2:30]1.[O:33]1[CH2:34][CH2:35][O:36][CH2:37][CH2:38]1>>[c:2]1([NH:21][c:18]2[cH:17][c:16]([CH3:22])[c:15]([CH2:14][C:13]([O:12][CH3:11])=[O:23])[cH:20][cH:19]2)[n:3][cH:4][cH:5][cH:6][c:7]1[N+:8](=[O:9])[O-:10]. Product: ClC1=CC2=C(C=C(CO2)S(=O)(=O)N2CC(N(CC2)CC2CCN(CC2)C2=CC=NC=C2)=O)C=C1 (4-(7-chloro-2H-benzopyran-3-sulfonyl)-1-[1-(4-pyridyl)piperidin-4-ylmethyl]-2-piperazinone). Procedure details: To sodium bicarbonate solution were added 4-(7-chloro-2H-benzopyran-3-sulfonyl)-1-(piperidin-4-ylmethyl)-2-piperazinone hydrochloride (1.4 g) and chloropyridine hydrochloride (1.02 g), and the mixture was extracted with dichloromethane (twice), dried and concentrated. To the residue was added isoamylalcohol (50 ml), and the mixture was allowed to react at 130° C. for 15 hours. The reaction solution was concentrated, and the residue was dissolved in dichloromethane. The solution was washed with 1... Starting materials: C([O-])(O)=O.[Na+] (sodium bicarbonate), Cl.ClC1=CC2=C(C=C(CO2)S(=O)(=O)N2CC(N(CC2)CC2CCNCC2)=O)C=C1 (4-(7-chloro-2H-benzopyran-3-sulfonyl)-1-(piperidin-4-ylmethyl)-2-piperazinone hydrochloride), Cl.ClC1=NC=CC=C1 (chloropyridine hydrochloride). RXN SMILES: C(=O)(O)[O-].[Na+].Cl.[Cl:7][C:8]1[CH:34]=[CH:33][C:11]2[CH:12]=[C:13]([S:16]([N:19]3[CH2:24][CH2:23][N:22]([CH2:25][CH:26]4[CH2:31][CH2:30][NH:29][CH2:28][CH2:27]4)[C:21](=[O:32])[CH2:20]3)(=[O:18])=[O:17])[CH2:14][O:15][C:10]=2[CH:9]=1.Cl.Cl[C:37]1[CH:42]=[CH:41][CH:40]=[CH:39][N:38]=1>>[Cl:7][C:8]1[CH:34]=[CH:33][C:11]2[CH:12]=[C:13]([S:16]([N:19]3[CH2:24][CH2:23][N:22]([CH2:25][CH:26]4[CH2:27][CH2:28][N:29]([C:41]5[CH:40]=[CH:39][N:38]=[CH:37][CH:42]=5)[CH2:30][CH2:31]4)[C:21](=[O:32])[CH2:20]3)(=[O:17])=[O:18])[CH2:14][O:15][C:10]=2[CH:9]=1 |f:0.1,2.3,4.5|. The yield is 39.9%. The reactants are CCCCCC (hexane), ClCCCC(CC#C)(C#C[Si](C)(C)C)O (7-chloro-4-hydroxy-4-trimethylsilylethynyl-1-heptyne), N1C=NC=C1 (imidazole), Cl[Si](C)(C)C (chloro-trimethylsilane). The solvent is CN(C=O)C (dimethylformamide). Run at time 1 hour. The product is ClCCCC(CC#C)(C#C[Si](C)(C)C)O[Si](C)(C)C (7-chloro-4-trimethylsilyloxy-4-trimethylsilylethynyl-1-heptyne). As a reaction SMILES: [Cl:1][CH2:2][CH2:3][CH2:4][C:5]([OH:15])([C:9]#[C:10][Si:11]([CH3:14])([CH3:13])[CH3:12])[CH2:6][C:7]#[CH:8].N1C=CN=C1.Cl[Si:22]([CH3:25])([CH3:24])[CH3:23].CCCCCC>CN(C)C=O>[Cl:1][CH2:2][CH2:3][CH2:4][C:5]([O:15][Si:22]([CH3:25])([CH3:24])[CH3:23])([C:9]#[C:10][Si:11]([CH3:12])([CH3:13])[CH3:14])[CH2:6][C:7]#[CH:8]. Reported procedure: To a stirred mixture of 8.5 grams of 7-chloro-4-hydroxy-4-trimethylsilylethynyl-1-heptyne and 6.2 grams of imidazole in 24 ml of dry dimethylformamide is added, under nitrogen, 5.7 ml of chloro-trimethylsilane, in a slow stream, via a syringe. The mixture is stirred in an ice bath for one hour and then at room temperature overnight. The mixture is poured into hexane, washed with saturated sodium bicarbonate solution, water and then brine and dried over sodium sulfate. The solvents are evaporated...